This data is from the Open Reaction Database (ORD), a public repository of structured organic reaction records. The task is: describe an organic reaction: reactants, conditions, products, and yield Reactants: C(C)(C)N(CCN)C(C)C (2-diisopropylaminoethylamine), C(C)N(CCNC(=O)N1C(C2=CC(=C(C=C2CC1)OC)OC)C1=CC=CC=C1)CC (N-(2-diethylaminoethyl)-6,7-dimethoxy-1-phenyl-3,4-dihydro-2(1H)-isoquinolinecarboxamide). The product is C(C)(C)N(CCNC(=O)N1C(C2=CC(=C(C=C2CC1)OC)OC)C1=CC=CC=C1)C(C)C (N-(2-diisopropylaminoethyl)-6,7-dimethoxy-1-phenyl-3,4-dihydro-2(1H)-isoquinolinecarboxamide). Reaction SMILES: [CH:1]([N:4]([CH:8]([CH3:10])[CH3:9])[CH2:5][CH2:6][NH2:7])([CH3:3])[CH3:2].C(N(CC)CCN[C:17]([N:19]1[CH2:28][CH2:27][C:26]2[C:21](=[CH:22][C:23]([O:31][CH3:32])=[C:24]([O:29][CH3:30])[CH:25]=2)[CH:20]1[C:33]1[CH:38]=[CH:37][CH:36]=[CH:35][CH:34]=1)=[O:18])C>>[CH:1]([N:4]([CH:8]([CH3:10])[CH3:9])[CH2:5][CH2:6][NH:7][C:17]([N:19]1[CH2:28][CH2:27][C:26]2[C:21](=[CH:22][C:23]([O:31][CH3:32])=[C:24]([O:29][CH3:30])[CH:25]=2)[CH:20]1[C:33]1[CH:38]=[CH:37][CH:36]=[CH:35][CH:34]=1)=[O:18])([CH3:3])[CH3:2]. Procedure details: Substitution of an equivalent quantity of 2-diisopropylaminoethylamine for the 2-diethylaminoethylamine used above and substantial repetition of the foregoing procedure affords N-(2-diisopropylaminoethyl)-6,7-dimethoxy-1-phenyl-3,4-dihydro-2(1H)-isoquinolinecarboxamide, melting at about 109°-110°C. Starting materials: C(#N)C1=CC=C(C=C1)CCC(CC1=CC=C(C(=O)OC)C=C1)\C=C\C1=C(C=CC=C1)O (methyl 4-[(3E)-2-[2-(4-cyanophenyl)ethyl]-4-(2-hydroxyphenyl)but-3-en-1-yl]benzoate), BrCCCC1=CC=CC=C1 ((3-bromopropyl)benzene), C([O-])([O-])=O.[K+].[K+] (potassium carbonate). The solvent is C(C)#N (acetonitrile). Product: C(#N)C1=CC=C(C=C1)CCC(CC1=CC=C(C(=O)OC)C=C1)\C=C\C1=C(C=CC=C1)OCCCC1=CC=CC=C1 (Methyl 4-{(3E)-2-[2-(4-cyanophenyl)ethyl]-4-[2-(3-phenylpropoxy)phenyl]but-3-en-1-yl}benzoate). Reaction SMILES: [C:1]([C:3]1[CH:8]=[CH:7][C:6]([CH2:9][CH2:10][CH:11](/[CH:23]=[CH:24]/[C:25]2[CH:30]=[CH:29][CH:28]=[CH:27][C:26]=2[OH:31])[CH2:12][C:13]2[CH:22]=[CH:21][C:16]([C:17]([O:19][CH3:20])=[O:18])=[CH:15][CH:14]=2)=[CH:5][CH:4]=1)#[N:2].Br[CH2:33][CH2:34][CH2:35][C:36]1[CH:41]=[CH:40][CH:39]=[CH:38][CH:37]=1.C(=O)([O-])[O-].[K+].[K+]>C(#N)C>[C:1]([C:3]1[CH:8]=[CH:7][C:6]([CH2:9][CH2:10][CH:11](/[CH:23]=[CH:24]/[C:25]2[CH:30]=[CH:29][CH:28]=[CH:27][C:26]=2[O:31][CH2:33][CH2:34][CH2:35][C:36]2[CH:41]=[CH:40][CH:39]=[CH:38][CH:37]=2)[CH2:12][C:13]2[CH:14]=[CH:15][C:16]([C:17]([O:19][CH3:20])=[O:18])=[CH:21][CH:22]=2)=[CH:5][CH:4]=1)#[N:2] |f:2.3.4|. Reported procedure: A solution of 200 mg (0.486 mmol) of methyl 4-[(3E)-2-[2-(4-cyanophenyl)ethyl]-4-(2-hydroxyphenyl)but-3-en-1-yl]benzoate in 5 ml of acetonitrile is mixed with 145 mg (0.73 mmol) of (3-bromopropyl)benzene and 100.76 mg (0.73 mmol) of potassium carbonate and then stirred under reflux for 12 h. After cooling, the potassium carbonate is filtered off and the filtrate is evaporated. 278 mg (0.45 mmol, 93% of theory, content 86%) of the title compound are obtained.